Dataset: the Open Reaction Database (ORD), a public repository of structured organic reaction records. Task: describe an organic reaction: reactants, conditions, products, and yield The reactants are CN, COc1ccc(S(=O)(=O)Cl)cc1, ClCCl. Product: CNS(=O)(=O)c1ccc(OC)cc1. Reaction SMILES: [CH3:13][NH2:14].[CH3:1][O:2][c:3]1[cH:4][cH:5][c:6]([S:9](=[O:10])(=[O:11])[Cl:12])[cH:7][cH:8]1.[Cl:15][CH2:16][Cl:17]>>[CH3:1][O:2][c:3]1[cH:4][cH:5][c:6]([S:9](=[O:10])(=[O:11])[NH:14][CH3:13])[cH:7][cH:8]1.